This data is from the Open Reaction Database (ORD), a public repository of structured organic reaction records. The task is: describe an organic reaction: reactants, conditions, products, and yield Reactants: reduced iron, C(C)SC1=CC(=C(C=C1)NC(=S)NC(=O)OC)[N+](=O)[O-] (4-ethylthio-1-(3-methoxycarbonyl-2-thioureido)-2-nitrobenzene), ferrous chloride tetrahydrate, O (water). Run in CO (Methanol), CO (methanol). Conditions: time 1 hour. Yields the product NC1=C(C=CC(=C1)SCC)NC(=S)NC(=O)OC (2-amino-4-ethylthio-1-(3-methoxycarbonyl-2-thioureido)benzene). Yield: 59.2%. As a reaction SMILES: [CH2:1]([S:3][C:4]1[CH:9]=[CH:8][C:7]([NH:10][C:11]([NH:13][C:14]([O:16][CH3:17])=[O:15])=[S:12])=[C:6]([N+:18]([O-])=O)[CH:5]=1)[CH3:2].O>CO>[NH2:18][C:6]1[CH:5]=[C:4]([S:3][CH2:1][CH3:2])[CH:9]=[CH:8][C:7]=1[NH:10][C:11]([NH:13][C:14]([O:16][CH3:17])=[O:15])=[S:12]. Procedure: A mixture of 4-ethylthio-1-(3-methoxycarbonyl-2-thioureido)-2-nitrobenzene (14.0 g.), ferrous chloride tetrahydrate (3.04 g.), methanol (235 ml.) and water (50 ml.) was heated to reflux and treated with reduced iron powder (15.5 g.) portionwise during 5 minutes. The mixture was heated at reflux with stirring for one hour. Methanol (250 ml.) was added and the mixture was again heated to reflux. The hot mixture was filtered and the filtrate was allowed to cool to room temperature. The solid which ... The reactants are C(C)(C)(C)OC(C(=O)O)C1=C(C2=C(C(N1C)=O)NC=C2)C=2C(=C1CCCOC1=CC2)C (2-(tert-butoxy)-2-(6-methyl-4-(5-methylchroman-6-yl)-7-oxo-6,7-dihydro-1H-pyrrolo[2,3-c]pyridin-5-yl)acetic acid), [N+](=O)([O-])C1=CC=C(CBr)C=C1 (4-nitrobenzyl bromide). Solvent: CC#N.O (MeCN H2O). Yields the product C(C)(C)(C)OC(C(=O)O)C1=C(C2=C(C(N1C)=O)N(C=C2)CC2=CC=C(C=C2)[N+](=O)[O-])C=2C(=C1CCCOC1=CC2)C (2-(tert-butoxy)-2-(6-methyl-4-(5-methylchroman-6-yl)-1-(4-nitrobenzyl)-7-oxo-6,7-dihydro-1H-pyrrolo[2,3-c]pyridin-5-yl)acetic acid). As a reaction SMILES: [C:1]([O:5][CH:6]([C:10]1[N:15]([CH3:16])[C:14](=[O:17])[C:13]2[NH:18][CH:19]=[CH:20][C:12]=2[C:11]=1[C:21]1[C:22]([CH3:31])=[C:23]2[C:28](=[CH:29][CH:30]=1)[O:27][CH2:26][CH2:25][CH2:24]2)[C:7]([OH:9])=[O:8])([CH3:4])([CH3:3])[CH3:2].[N+:32]([C:35]1[CH:42]=[CH:41][C:38]([CH2:39]Br)=[CH:37][CH:36]=1)([O-:34])=[O:33]>CC#N.O>[C:1]([O:5][CH:6]([C:10]1[N:15]([CH3:16])[C:14](=[O:17])[C:13]2[N:18]([CH2:39][C:38]3[CH:41]=[CH:42][C:35]([N+:32]([O-:34])=[O:33])=[CH:36][CH:37]=3)[CH:19]=[CH:20][C:12]=2[C:11]=1[C:21]1[C:22]([CH3:31])=[C:23]2[C:28](=[CH:29][CH:30]=1)[O:27][CH2:26][CH2:25][CH2:24]2)[C:7]([OH:9])=[O:8])([CH3:4])([CH3:3])[CH3:2] |f:2.3|. Procedure: The title compound was prepared in a manner similar to that described in Example 41 from 2-(tert-butoxy)-2-(6-methyl-4-(5-methylchroman-6-yl)-7-oxo-6,7-dihydro-1H-pyrrolo[2,3-c]pyridin-5-yl)acetic acid and 4-nitrobenzyl bromide and was isolated by reverse phase chromatography (10-90% MeCN/H2O-0.1% TFA, 12 min) on an achiral column. 1H NMR (400 MHz, CHLOROFORM-d) ppm 8.15-8.23 (m, 2H) 7.31-7.42 (m, 3H) 6.97-7.05 (m, 1H) 6.71-6.80 (m, 1H) 5.80-6.03 (m, 3H) 5.15-5.44 (m, 1H) 4.16-4.26 (m, 2H) 3.61-... Reactants: COCCOC1=CC=2N(C=C1)C(=CN2)C2=NC1=C(C=CC=C1C=C2)O (2-(7-(2-methoxyethoxy)imidazo[1,2-a]pyridin-3-yl)quinolin-8-ol), C([O-])([O-])=O.[Cs+].[Cs+] (cesium carbonate), O (water), CS(=O)(=O)OCC1CN(CCO1)C(=O)OC(C)(C)C (tert-butyl 2-((methylsulfonyloxy)methyl)morpholine-4-carboxylate). Solvent: CC(=O)N(C)C (DMA). Reaction conditions: temperature 100 celsius, time 16 hour. Product: COCCOC1=CC=2N(C=C1)C(=CN2)C2=NC1=C(C=CC=C1C=C2)OCC2CN(CCO2)C(=O)OC(C)(C)C (tert-butyl 2-((2-(7-(2-methoxyethoxy)imidazo[1,2-a]pyridin-3-yl)quinolin-8-yloxy)methyl)morpholine-4-carboxylate). RXN SMILES: [CH3:1][O:2][CH2:3][CH2:4][O:5][C:6]1[CH:11]=[CH:10][N:9]2[C:12]([C:15]3[CH:24]=[CH:23][C:22]4[C:17](=[C:18]([OH:25])[CH:19]=[CH:20][CH:21]=4)[N:16]=3)=[CH:13][N:14]=[C:8]2[CH:7]=1.C(=O)([O-])[O-].[Cs+].[Cs+].CS(O[CH2:37][CH:38]1[O:43][CH2:42][CH2:41][N:40]([C:44]([O:46][C:47]([CH3:50])([CH3:49])[CH3:48])=[O:45])[CH2:39]1)(=O)=O.O>CC(N(C)C)=O>[CH3:1][O:2][CH2:3][CH2:4][O:5][C:6]1[CH:11]=[CH:10][N:9]2[C:12]([C:15]3[CH:24]=[CH:23][C:22]4[C:17](=[C:18]([O:25][CH2:37][CH:38]5[O:43][CH2:42][CH2:41][N:40]([C:44]([O:46][C:47]([CH3:48])([CH3:50])[CH3:49])=[O:45])[CH2:39]5)[CH:19]=[CH:20][CH:21]=4)[N:16]=3)=[CH:13][N:14]=[C:8]2[CH:7]=1 |f:1.2.3|. Reported procedure: To a solution of 2-(7-(2-methoxyethoxy)imidazo[1,2-a]pyridin-3-yl)quinolin-8-ol [prepared as in Example 3, Step C; 50 mg, 0.15 mmol] in anhydrous DMA (2 mL) was added cesium carbonate (150 mg, 0.45 mmol) followed by tert-butyl 2-((methylsulfonyloxy)methyl)morpholine-4-carboxylate (130 mg, 0.45 mmol). The heterogeneous mixture was stirred at 100° C. for 16 hours and allowed to cool. The mixture was treated with water (20 mL) and extracted with EtOAc. The combined organic phases were washed with w... The reactants are C(C)OC(CN(C1=C(C=CC(=C1)C1=NOC(=N1)C)C)CC(=O)OCC)=O (N-[2-methyl-5-(5-methyl-1,2,4-oxadiazol-3-yl)phenyl]iminodiacetic acid diethyl ester), [OH-].[Na+] (sodium hydroxide). Run in CO (methanol), O1CCCC1 (tetrahydrofuran). The product is CC1=C(C=C(C=C1)C1=NOC(=N1)C)N(CC(=O)O)CC(=O)O (N-[2-methyl-5-(5-methyl-1,2,4-oxadiazol-3-yl)phenyl]iminodiacetic acid). The yield is 99.1%. As a reaction SMILES: C([O:3][C:4](=[O:26])[CH2:5][N:6]([CH2:20][C:21]([O:23]CC)=[O:22])[C:7]1[CH:12]=[C:11]([C:13]2[N:17]=[C:16]([CH3:18])[O:15][N:14]=2)[CH:10]=[CH:9][C:8]=1[CH3:19])C.[OH-].[Na+]>CO.O1CCCC1>[CH3:19][C:8]1[CH:9]=[CH:10][C:11]([C:13]2[N:17]=[C:16]([CH3:18])[O:15][N:14]=2)=[CH:12][C:7]=1[N:6]([CH2:5][C:4]([OH:26])=[O:3])[CH2:20][C:21]([OH:23])=[O:22] |f:1.2|. Reported procedure: The compound (10.32 g, 28.56 mmol) obtained in step A was dissolved in a methanol (100 ml)-tetrahydrofuran (40 ml) mixed solvent. 1N sodium hydroxide (110 ml) was added with stirring at room temperature, and the mixture was stirred at the same temperature for 3 hr. The reaction mixture was concentrated under reduced pressure, 1N hydrochloric acid (150 ml) was added, and the precipitated solid was filtered, washed with water, and dried under reduced pressure to give the title compound (8.64 g, yi... As a reaction SMILES: [CH3:37][N:38]([CH3:39])[CH:40]=[O:41].[CH:33]([CH3:34])([CH3:35])[Br:36].[K+:27].[K+:28].[O-:29][C:30]([O-:31])=[O:32].[O:1]([c:2]1[cH:3][cH:4][cH:5][cH:6][cH:7]1)[c:8]1[cH:9][c:10]([CH2:14][CH2:15][CH2:16][C:17]([CH3:18])([CH3:19])[c:20]2[cH:21][cH:22][c:23]([OH:26])[cH:24][cH:25]2)[cH:11][cH:12][cH:13]1.[OH2:42]>>[O:1]([c:2]1[cH:3][cH:4][cH:5][cH:6][cH:7]1)[c:8]1[cH:9][c:10]([CH2:14][CH2:15][CH2:16][C:17]([CH3:18])([CH3:19])[c:20]2[cH:21][cH:22][c:23]([O:26][CH:33]([CH3:34])[CH3:35])[cH:24][cH:25]2)[cH:11][cH:12][cH:13]1. Yields the product CC(C)Oc1ccc(C(C)(C)CCCc2cccc(Oc3ccccc3)c2)cc1. The reactants are CN(C)C=O, CC(C)Br, [K+], [K+], O=C([O-])[O-], CC(C)(CCCc1cccc(Oc2ccccc2)c1)c1ccc(O)cc1, O. Starting materials: C(C)(C)(C)OC(=O)N1[C@@H](CN([C@H](C1)CN1[C@@H](COCC1)C)CC(=O)N1CC(C2=NC=C(C=C21)CC2=C(C=CC=C2)F)(C)C)C ((2R,5S)-4-{2-[6-(2-Fluoro-benzyl)-3,3-dimethyl-2,3-dihydro-pyrrolo[3,2-b]pyridin-1-yl]-2-oxo-ethyl}-2-methyl-5-((R)-3-methyl-morpholin-4-ylmethyl)-piperazine-1-carboxylic acid tert-butyl ester), Cl (HCl). Solvent: CCOC(=O)C (EtOAc), O1CCOCC1 (dioxane). Product: Cl.Cl.FC1=C(CC=2C=C3C(=NC2)C(CN3C(CN3[C@H](CN[C@@H](C3)C)CN3[C@@H](COCC3)C)=O)(C)C)C=CC=C1 (1-[6-(2-Fluoro-benzyl)-3,3-dimethyl-2,3-dihydro-pyrrolo[3,2-b]pyridin-1-yl]-2-[(2R,5R)-5-methyl-2-((R)-3-methyl-morpholin-4-ylmethyl)-piperazin-1-yl]-ethanone dihydrochloride). RXN SMILES: C(OC([N:8]1[CH2:13][C@H:12]([CH2:14][N:15]2[CH2:20][CH2:19][O:18][CH2:17][C@H:16]2[CH3:21])[N:11]([CH2:22][C:23]([N:25]2[C:33]3[C:28](=[N:29][CH:30]=[C:31]([CH2:34][C:35]4[CH:40]=[CH:39][CH:38]=[CH:37][C:36]=4[F:41])[CH:32]=3)[C:27]([CH3:43])([CH3:42])[CH2:26]2)=[O:24])[CH2:10][C@H:9]1[CH3:44])=O)(C)(C)C.[ClH:45]>CCOC(C)=O.O1CCOCC1>[ClH:45].[ClH:45].[F:41][C:36]1[CH:37]=[CH:38][CH:39]=[CH:40][C:35]=1[CH2:34][C:31]1[CH:32]=[C:33]2[N:25]([C:23](=[O:24])[CH2:22][N:11]3[CH2:10][C@@H:9]([CH3:44])[NH:8][CH2:13][C@@H:12]3[CH2:14][N:15]3[CH2:20][CH2:19][O:18][CH2:17][C@H:16]3[CH3:21])[CH2:26][C:27]([CH3:42])([CH3:43])[C:28]2=[N:29][CH:30]=1 |f:4.5.6|. Reported procedure: (2R,5S)-4-{2-[6-(2-Fluoro-benzyl)-3,3-dimethyl-2,3-dihydro-pyrrolo[3,2-b]pyridin-1-yl]-2-oxo-ethyl}-2-methyl-5-((R)-3-methyl-morpholin-4-ylmethyl)-piperazine-1-carboxylic acid tert-butyl ester (1.43 g, 2.35 mmol) was dissolved in EtOAc (34 mL) and 4 M HCl in dioxane (59 mL) and stirred at room temperature for 18 h. The solvent was removed in vacuo, then residue was re-dissolved in methanol and concentrated. The crude product was purified by recrystallisation (isopropanol/diethyl ether) to give t... Starting materials: BrC1=CC=C(C=C1)B(O)O ((4-Bromophenyl)boronic acid), BrC=1N=CC(=NC1)N (5-bromopyrazin-2-amine), C1(=CC=CC=C1)C (toluene), C(=O)([O-])[O-].[K+].[K+] (K2CO3). The reagents and catalysts are C=1C=CC(=CC1)[P](C=2C=CC=CC2)(C=3C=CC=CC3)[Pd]([P](C=4C=CC=CC4)(C=5C=CC=CC5)C=6C=CC=CC6)([P](C=7C=CC=CC7)(C=8C=CC=CC8)C=9C=CC=CC9)[P](C=1C=CC=CC1)(C=1C=CC=CC1)C=1C=CC=CC1 (Pd(PPh3)4). Solvent: C(C)(=O)OCC (ethyl acetate), O (water), C(C)O (ethanol). Run at temperature 50 celsius, time 15 hour. The product is BrC1=CC=C(C=C1)C=1N=CC(=NC1)N (5-(4-bromophenyl)pyrazin-2-amine). RXN SMILES: [Br:1][C:2]1[CH:7]=[CH:6][C:5](B(O)O)=[CH:4][CH:3]=1.Br[C:12]1[N:13]=[CH:14][C:15]([NH2:18])=[N:16][CH:17]=1.C1(C)C=CC=CC=1.C([O-])([O-])=O.[K+].[K+]>C(OCC)(=O)C.O.C1C=CC([P]([Pd]([P](C2C=CC=CC=2)(C2C=CC=CC=2)C2C=CC=CC=2)([P](C2C=CC=CC=2)(C2C=CC=CC=2)C2C=CC=CC=2)[P](C2C=CC=CC=2)(C2C=CC=CC=2)C2C=CC=CC=2)(C2C=CC=CC=2)C2C=CC=CC=2)=CC=1.C(O)C>[Br:1][C:2]1[CH:7]=[CH:6][C:5]([C:12]2[N:13]=[CH:14][C:15]([NH2:18])=[N:16][CH:17]=2)=[CH:4][CH:3]=1 |f:3.4.5,^1:42,44,63,82|. Procedure: (4-Bromophenyl)boronic acid (100 mg, 0.498 mmol) and 5-bromopyrazin-2-amine (173 mg, 0.996 mmol) were added to a 5 mL sealable vial equipped with a stir bar. To this vial was added toluene (1.5 mL), ethanol (1.5 mL) and K2CO3(0.7 mL, 2 M). The solvent was sparged with argon for 10 min before adding Pd(PPh3)4 (17 mg, 0.004 mmol), the vial sealed and the mixture stirred at 50° Celsius for 15 hours. The reaction was cooled to rt and then diluted with ethyl acetate (50 mL) and water (50 mL) and the ... Reactants: CC1=NC2=CC=CC=C2C(=C1CCCl)Cl (2-Methyl-3-(2-chloroethyl)-4-chloroquinoline), CC1=C(N)C=CC=C1 (2-methylaniline). Solvent: C(C)O (ethanol). The product is CC1=C(C=CC=C1)N1CCC=2C(=NC=3C=CC=CC3C21)C (1-(2-methylphenyl)-4-methyl-2,3-dihydropyrrolo[3,2-c]quinoline). The yield is 43.5%. RXN SMILES: [CH3:1][C:2]1[C:11]([CH2:12][CH2:13]Cl)=[C:10](Cl)[C:9]2[C:4](=[CH:5][CH:6]=[CH:7][CH:8]=2)[N:3]=1.[CH3:16][C:17]1[CH:23]=[CH:22][CH:21]=[CH:20][C:18]=1[NH2:19]>C(O)C>[CH3:16][C:17]1[CH:23]=[CH:22][CH:21]=[CH:20][C:18]=1[N:19]1[C:10]2[C:9]3[CH:8]=[CH:7][CH:6]=[CH:5][C:4]=3[N:3]=[C:2]([CH3:1])[C:11]=2[CH2:12][CH2:13]1. Procedure: 2-Methyl-3-(2-chloroethyl)-4-chloroquinoline (45 g, 0.16 mol), 2-methylaniline (35 ml, 0.32 mol) and ethanol (300 ml) were heated to 150° C. in a pressure vessel for 17 hours, then concentrated in vacuo. The product crystallised as the hydrochloride salt. Conversion to free base and recrystallisation from ethyl acetate yielded 1-(2-methylphenyl)-4-methyl-2,3-dihydropyrrolo[3,2-c]quinoline (19.1 g, 43%), m.p. 148°-150°. Reactants: Cc1cc(C(F)(F)F)nn1CC(=O)N1CCC(c2nc(CCc3cccc4ccccc34)cs2)CC1, Cc1cc(C(F)(F)F)nn1CC(=O)O, Cl, CC(C)(C)OC(=O)N1CCC(c2nc(C=Cc3cccc4ccccc34)cs2)CC1, c1ccc2c(CCc3csc(C4CCNCC4)n3)cccc2c1. The product is Cc1cc(C(F)(F)F)nn1CC(=O)N1CCC(c2nc(C=Cc3cccc4ccccc34)cs2)CC1. Reaction SMILES: [CH3:55][c:56]1[cH:57][c:58]([C:87]([F:88])([F:89])[F:90])[n:59][n:60]1[CH2:61][C:62](=[O:63])[N:64]1[CH2:65][CH2:66][CH:67]([c:70]2[s:71][cH:72][c:73]([CH2:75][CH2:76][c:77]3[cH:78][cH:79][cH:80][c:81]4[cH:82][cH:83][cH:84][cH:85][c:86]34)[n:74]2)[CH2:68][CH2:69]1.[CH3:91][c:92]1[n:93]([CH2:94][C:95]([OH:96])=[O:97])[n:98][c:99]([C:100]([F:101])([F:102])[F:103])[cH:104]1.[ClH:31].[c:1]1([CH:2]=[CH:3][c:4]2[n:5][c:6]([CH:7]3[CH2:8][CH2:9][N:10]([C:11]([O:12][C:13]([CH3:14])([CH3:15])[CH3:16])=[O:17])[CH2:18][CH2:19]3)[s:20][cH:21]2)[c:22]2[c:23]([cH:24][cH:25][cH:26][cH:27]2)[cH:28][cH:29][cH:30]1.[c:32]1([CH2:33][CH2:34][c:35]2[n:36][c:37]([CH:38]3[CH2:39][CH2:40][NH:41][CH2:42][CH2:43]3)[s:44][cH:45]2)[c:46]2[c:47]([cH:48][cH:49][cH:50][cH:51]2)[cH:52][cH:53][cH:54]1>>[CH3:55][c:56]1[cH:57][c:58]([C:87]([F:88])([F:89])[F:90])[n:59][n:60]1[CH2:61][C:62](=[O:63])[N:64]1[CH2:65][CH2:66][CH:67]([c:70]2[s:71][cH:72][c:73]([CH:75]=[CH:76][c:77]3[cH:78][cH:79][cH:80][c:81]4[cH:82][cH:83][cH:84][cH:85][c:86]34)[n:74]2)[CH2:68][CH2:69]1. Starting materials: [Al] (aluminum), C(C)(C)(C)OC(NCC1=NC=C(C2=CC(=C(C=C12)OC)OC)NC(=S)N)=O ((6,7-dimethoxy-4-thioureido-isoquinolin-1-ylmethyl)carbamic acid tert-butyl ester), BrCC(=O)C1=CC=CC=C1 (2-bromoacetophenone), [O-]S(=O)(=O)[O-].[Mg+2] (MgSO4). Run in CC(=O)C (acetone). Conditions: time 3 hour. Yields the product C(C)(C)(C)OC(NCC1=NC=C(C2=CC(=C(C=C12)OC)OC)NC=1SC=C(N1)C1=CC=CC=C1)=O ([6,7-dimethoxy-4-(4-phenyl-thiazol-2-ylamino)isoquinolin-1-ylmethyl]carbamic acid tert-butyl ester). Reaction SMILES: [C:1]([O:5][C:6](=[O:27])[NH:7][CH2:8][C:9]1[C:18]2[C:13](=[CH:14][C:15]([O:21][CH3:22])=[C:16]([O:19][CH3:20])[CH:17]=2)[C:12]([NH:23][C:24]([NH2:26])=[S:25])=[CH:11][N:10]=1)([CH3:4])([CH3:3])[CH3:2].Br[CH2:29][C:30]([C:32]1[CH:37]=[CH:36][CH:35]=[CH:34][CH:33]=1)=O.[O-]S([O-])(=O)=O.[Mg+2].[Al]>CC(C)=O>[C:1]([O:5][C:6](=[O:27])[NH:7][CH2:8][C:9]1[C:18]2[C:13](=[CH:14][C:15]([O:21][CH3:22])=[C:16]([O:19][CH3:20])[CH:17]=2)[C:12]([NH:23][C:24]2[S:25][CH:29]=[C:30]([C:32]3[CH:37]=[CH:36][CH:35]=[CH:34][CH:33]=3)[N:26]=2)=[CH:11][N:10]=1)([CH3:4])([CH3:2])[CH3:3] |f:2.3|. Procedure: A solution of (6,7-dimethoxy-4-thioureido-isoquinolin-1-ylmethyl)carbamic acid tert-butyl ester (50 mg, 0.127 mmol) and 2-bromoacetophenone (27.9 mg, 0.140 mmol) in acetone (1.4 mL) in a conical vial was added MgSO4 (7.7 mg, 0.0637 mmol). The resulting suspension was placed in an aluminum block preheated to 60° C. and was allowed to stir for 3.0 h. The reaction was cooled and concentrated. The residue was purified using a 5.0 g silica cartridge (MeOH/CH2Cl2, 1:99) to give [6,7-dimethoxy-4-(4-phe...